From a dataset of the Open Reaction Database (ORD), a public repository of structured organic reaction records. describe an organic reaction: reactants, conditions, products, and yield Starting materials: COC(=O)CCCCC(=O)[O-], CN(C)c1ccncc1, C(=NC1CCCCC1)=NC1CCCCC1, ClCCl, CN(OCCOCCCO)C(=O)OC(C)(C)C. The product is COC(=O)CCCCC(=O)OCCOCCON(C)C(=O)OC(C)(C)C. Reaction SMILES: [C:18]([CH2:19][CH2:20][CH2:21][CH2:22][C:23](=[O:24])[O-:25])(=[O:26])[O:27][CH3:28].[CH3:47][N:48]([c:49]1[cH:50][cH:51][n:52][cH:53][cH:54]1)[CH3:55].[CH:29]1([N:30]=[C:31]=[N:32][CH:33]2[CH2:34][CH2:35][CH2:36][CH2:37][CH2:38]2)[CH2:39][CH2:40][CH2:41][CH2:42][CH2:43]1.[Cl:44][CH2:45][Cl:46].[OH:1][CH2:2][CH2:3][CH2:4][O:5][CH2:6][CH2:7][O:8][N:9]([C:10]([O:11][C:12]([CH3:13])([CH3:14])[CH3:15])=[O:16])[CH3:17]>>[CH2:3]([CH2:4][O:5][CH2:6][CH2:7][O:8][N:9]([C:10]([O:11][C:12]([CH3:13])([CH3:14])[CH3:15])=[O:16])[CH3:17])[O:25][C:23]([CH2:22][CH2:21][CH2:20][CH2:19][C:18](=[O:26])[O:27][CH3:28])=[O:24]. Reactants: C([O-])(O)=O.[Na+] (sodium bicarbonate), C(=O)(OCC1=CC=CC=C1)N1[C@@H](C(=O)O)CCC1 ((+)-carbobenzyloxy-D-proline), CCN=C=NCCCN(C)C (EDAC), C=1C=CC2=C(C1)N=NN2O (HOBt), C1(CC1)N (cyclopropylamine). Run in CN(C)C=O (DMF), [Cl-].[Na+].O (brine), C(C)N(CC)CC (triethylamine). Conditions: time 18 hour. The product is C(C1=CC=CC=C1)OC(=O)N1[C@H](CCC1)C(NC1CC1)=O ((R)-2-cyclopropylcarbamoyl-pyrrolidine-1-carboxylic acid benzyl ester). Yield: 92.5%. RXN SMILES: [C:1]([N:11]1[CH2:18][CH2:17][CH2:16][C@@H:12]1[C:13]([OH:15])=O)([O:3][CH2:4][C:5]1[CH:10]=[CH:9][CH:8]=[CH:7][CH:6]=1)=[O:2].CCN=C=N[CH2:24][CH2:25][CH2:26][N:27](C)C.C1C=CC2N(O)N=NC=2C=1.C1(N)CC1.C(=O)(O)[O-].[Na+]>CN(C=O)C.[Cl-].[Na+].O.C(N(CC)CC)C>[CH2:4]([O:3][C:1]([N:11]1[CH2:18][CH2:17][CH2:16][C@@H:12]1[C:13](=[O:15])[NH:27][CH:26]1[CH2:24][CH2:25]1)=[O:2])[C:5]1[CH:6]=[CH:7][CH:8]=[CH:9][CH:10]=1 |f:4.5,7.8.9|. Procedure: To a mixture of (+)-carbobenzyloxy-D-proline (1.5 g, 6 mmol), EDAC (2.3 g, 2 eq.), HOBt (0.8 g, 2 eq.) in DMF (20 mL) was added triethylamine (1.5 mL) and cyclopropylamine (0.8 mL, 2 eq.). After stirring at RT for 18 h, the reaction was basified with sodium bicarbonate, poured to brine, and followed by extraction with dichloromethane. After concentration of the combined extracts, the residue was purified on a silica gel column eluting with 100% EtOAc to give 1.6 g (92%) of (R)-2-cyclopropylcarba... Reactants: B (borane), OO (hydrogen peroxide), O1C(CCCC1)O[C@@H]1[C@]2(C)[C@@H](CC1)[C@@H]1CCC3=CCCC[C@]3(C)[C@H]1CC2 (17β-tetrahydropyranyloxy-4-androstene), [OH-].[Na+] (sodium hydroxide). Run in O1CCCC1 (tetrahydrofuran), O1CCCC1 (tetrahydrofuran), O1CCCC1 (tetrahydrofuran), O (water). Reaction conditions: temperature 0 celsius, time 1 hour. Product: O1C(CCCC1)O[C@@H]1[C@]2(C)[C@@H](CC1)[C@@H]1CC[C@H]3[C@H](CCC[C@]3(C)[C@H]1CC2)O (17β-tetrahydropyranyloxy-4β-hydroxy-5α-androstane). Reaction SMILES: B.[O:2]1[CH2:7][CH2:6][CH2:5][CH2:4][CH:3]1[O:8][C@H:9]1[CH2:14][CH2:13][C@H:12]2[C@H:15]3[C@H:25]([CH2:26][CH2:27][C@:10]12[CH3:11])[C@:23]1([CH3:24])[C:18](=[CH:19][CH2:20][CH2:21][CH2:22]1)[CH2:17][CH2:16]3.[OH-:28].[Na+].OO>O1CCCC1.O>[O:2]1[CH2:7][CH2:6][CH2:5][CH2:4][CH:3]1[O:8][C@H:9]1[CH2:14][CH2:13][C@H:12]2[C@H:15]3[C@H:25]([CH2:26][CH2:27][C@:10]12[CH3:11])[C@:23]1([CH3:24])[C@H:18]([C@@H:19]([OH:28])[CH2:20][CH2:21][CH2:22]1)[CH2:17][CH2:16]3 |f:2.3|. Procedure: To a cooled solution (0° C.) of 5 ml. of 1 M borane in tetrahydrofuran in 2.7 ml. of dry tetrahydrofuran was added 500 mg. (1.4 millimole) of the product of Step C. in 2.0 ml. of dry tetrahydrofuran. The clear solution was stirred for 1 hr. at room temperature and then cooled to 0° C. and treated with 5 ml. of 2.5 N sodium hydroxide followed by 4 ml. of 30% hydrogen peroxide. The solution was stirred for 1 hr. at room temperature, diluted with water and extracted with ethyl ether, washed with wa...